Dataset: the Open Reaction Database (ORD), a public repository of structured organic reaction records. Task: describe an organic reaction: reactants, conditions, products, and yield The reactants are CC1=C2C(=C3C=C(C=CC3=N2)OC)CCN1 (10-methoxyharmalan), C(=O)(C(F)(F)F)O (TFA). The solvent is C(C)N(CC)CC (triethylamine). Product: C=C1N(CCC=2C3=CC(=CC=C3NC12)OC)C(C(F)(F)F)=O (1-Methylene-2-trifluoroacetyl-6-methoxy-1,2,3,4-tetra-hydro-β-carbolin). The yield is 20.0%. Reaction SMILES: [CH3:1][C:2]1[NH:16][CH2:15][CH2:14][C:4]2=[C:5]3[C:10](=[N:11][C:3]=12)[CH:9]=[CH:8][C:7]([O:12][CH3:13])=[CH:6]3.[C:17](O)([C:19]([F:22])([F:21])[F:20])=[O:18]>C(N(CC)CC)C>[CH2:1]=[C:2]1[C:3]2[NH:11][C:10]3[C:5](=[CH:6][C:7]([O:12][CH3:13])=[CH:8][CH:9]=3)[C:4]=2[CH2:14][CH2:15][N:16]1[C:17](=[O:18])[C:19]([F:22])([F:21])[F:20]. Reported procedure: To a solution of 10-methoxyharmalan (40 mg) in triethylamine (1 ml) is added TFA (2.2 eq). After reaction for 15 min. at 0° C., the mixture is hydrolysed and extracted with CH2Cl2. The crude product is then chromatographed on a preparative plate (eluent: CH2Cl2). 1-Methylene-2-trifluoroacetyl-6-methoxy-1,2,3,4-tetra-hydro-β-carboline is recovered (yield: 20%). Starting materials: solid, Cl.Cl.Cl.CC1=CC2=C(C(=N1)N1CCN(CC1)CC[C@@H]1CC[C@H](CC1)N)C=CO2 (trans-4-{2-[4-(6-methyl-furo[3,2-c]pyridin-4-yl)-piperazin-1-yl]-ethyl}-cyclohexylamine trihydrochloride), Cl.Cl.Cl.CC1=CC2=C(C(=N1)N1CCN(CC1)CC[C@@H]1CC[C@H](CC1)N)C=CO2 (trans-4-{2-[4-(6-methyl-furo[3,2-c]pyridin-4-yl)-piperazin-1-yl]-ethyl}-cyclohexylamine trihydrochloride), C(C)(=O)O (acetic acid). Reaction SMILES: Cl.Cl.Cl.[CH3:4][C:5]1[N:10]=[C:9]([N:11]2[CH2:16][CH2:15][N:14]([CH2:17][CH2:18][C@H:19]3[CH2:24][CH2:23][C@H:22]([NH2:25])[CH2:21][CH2:20]3)[CH2:13][CH2:12]2)[C:8]2[CH:26]=[CH:27][O:28][C:7]=2[CH:6]=1.[C:29](O)(=[O:31])[CH3:30]>>[CH3:4][C:5]1[N:10]=[C:9]([N:11]2[CH2:12][CH2:13][N:14]([CH2:17][CH2:18][C@H:19]3[CH2:20][CH2:21][C@H:22]([NH:25][C:29](=[O:31])[CH3:30])[CH2:23][CH2:24]3)[CH2:15][CH2:16]2)[C:8]2[CH:26]=[CH:27][O:28][C:7]=2[CH:6]=1 |f:0.1.2.3|. Procedure: The title compound, white solid (101 mg, 88%), MS (ISP) m/z=385.4 [(M+H)+], mp 207.5° C., was prepared in accordance with the general method of example 32 from trans-4-{2-[4-(6-methyl-furo[3,2-c]pyridin-4-yl)-piperazin-1-yl]-ethyl}-cyclohexylamine trihydrochloride (intermediate D) (136 mg, 0.3 mmol) and acetic acid. Yields the product CC1=CC2=C(C(=N1)N1CCN(CC1)CC[C@@H]1CC[C@H](CC1)NC(C)=O)C=CO2 (trans-N-(4-{2-[4-(6-Methyl-furo[3,2-c]pyridin-4-yl)-piperazin-1-yl]-ethyl}-cyclohexyl)-acetamide). Reactants: FC(C1=CC=C(OC2=CC=C(OC(C(CC(=O)OCC)=O)C)C=C2)C=C1)(F)F (ethyl 4-[4-(4-trifluoromethylphenoxy)phenoxy]-3-oxopentanoate), [BH4-].[Na+] (NaBH4). Run in C(Cl)Cl (CH2Cl2), C(C)O (ethanol). Conditions: time 10 minute. The product is FC(C1=CC=C(OC2=CC=C(OC(C(CC(=O)OCC)O)C)C=C2)C=C1)(F)F (ethyl 4-[4-(4-trifluoromethylphenoxy)phenoxy]-3-hydroxypentanoate). Reaction SMILES: [F:1][C:2]([F:28])([F:27])[C:3]1[CH:26]=[CH:25][C:6]([O:7][C:8]2[CH:24]=[CH:23][C:11]([O:12][CH:13]([CH3:22])[C:14](=[O:21])[CH2:15][C:16]([O:18][CH2:19][CH3:20])=[O:17])=[CH:10][CH:9]=2)=[CH:5][CH:4]=1.[BH4-].[Na+]>C(O)C.C(Cl)Cl>[F:1][C:2]([F:27])([F:28])[C:3]1[CH:4]=[CH:5][C:6]([O:7][C:8]2[CH:24]=[CH:23][C:11]([O:12][CH:13]([CH3:22])[CH:14]([OH:21])[CH2:15][C:16]([O:18][CH2:19][CH3:20])=[O:17])=[CH:10][CH:9]=2)=[CH:25][CH:26]=1 |f:1.2|. Procedure: To a solution of ethyl 4-[4-(4-trifluoromethylphenoxy)phenoxy]-3-oxopentanoate (450 mg) in ethanol (5 ml) is added NaBH4 (150 mg) at 0°. The resulting mixture is then stirred at 0° for about 10 minutes. The mixture is diluted with CH2Cl2, washed with saturated NaCl solution, dried and evaporated to dryness to give ethyl 4-[4-(4-trifluoromethylphenoxy)phenoxy]-3-hydroxypentanoate, in quantitative yield, MS m/e 398 (M+). The reactants are FC1=C(C=CC=C1)C1=NC=C(C=N1)C(=O)O (2-(2-fluoro-phenyl)-pyrimidine-5-carboxylic acid), NC1=CC=CC=C1 (Aniline), C(C(CO)(CO)N)O (trisamine), ON1N=NC2=C1C=CC=C2 (1-hydroxybenzotriazole), C1CCC(CC1)N=C=NC2CCCCC2 (DCC). The solvent is CN(C)C=O (DMF). Run at time 15 minute. The product is C1(=CC=CC=C1)NC(=O)C=1C=NC(=NC1)C1=C(C=CC=C1)F (2-(2-fluoro-phenyl)-pyrimidine-5-carboxylic acid phenylamide). Isolated yield 63.0%. Reaction SMILES: [F:1][C:2]1[CH:7]=[CH:6][CH:5]=[CH:4][C:3]=1[C:8]1[N:13]=[CH:12][C:11]([C:14]([OH:16])=O)=[CH:10][N:9]=1.O[N:18]1[C:22]2[CH:23]=[CH:24][CH:25]=[CH:26][C:21]=2N=N1.C1CCC(N=C=NC2CCCCC2)CC1.NC1C=CC=CC=1.C(O)C(N)(CO)CO>CN(C=O)C>[C:22]1([NH:18][C:14]([C:11]2[CH:12]=[N:13][C:8]([C:3]3[CH:4]=[CH:5][CH:6]=[CH:7][C:2]=3[F:1])=[N:9][CH:10]=2)=[O:16])[CH:23]=[CH:24][CH:25]=[CH:26][CH:21]=1. Procedure: A mixture of 2-(2-fluoro-phenyl)-pyrimidine-5-carboxylic acid (105 mg, 0.48 mmol, prepared according to the general procedure described in Example 2, steps 1 and 2), 1-hydroxybenzotriazole (74 mg, 0.54 mmol) and PS-DCC (501 mg, 1.28 mmol/g, 0.64 mmol) in DMF (8 mL) is shaken at room temperature for 15 min. Aniline (29.9 mg, 0.32 mmol) is added. The mixture is shaken at room temperature for 18 hours. PS-trisamine (385 mg, 3.75 mmol/g, 1.44 mmol) is added and the mixture is continually shaken at r... Starting materials: CC(C)(C)C(=O)Cl, CC#N, NCc1ccc(OC(F)(F)F)cc1. Product: CC(C)(C)C(=O)NCc1ccc(OC(F)(F)F)cc1. RXN SMILES: [C:1]([C:2]([CH3:3])([CH3:4])[CH3:5])(=[O:6])[Cl:7].[CH3:21][C:22]#[N:23].[F:8][C:9]([O:10][c:11]1[cH:12][cH:13][c:14]([CH2:15][NH2:16])[cH:17][cH:18]1)([F:19])[F:20]>>[C:1]([C:2]([CH3:3])([CH3:4])[CH3:5])(=[O:6])[NH:16][CH2:15][c:14]1[cH:13][cH:12][c:11]([O:10][C:9]([F:8])([F:19])[F:20])[cH:18][cH:17]1. Reactants: FC(C1=CC=C(C=C1)C1=NC=2C(=NC=CC2)N1CC(=O)O)(F)F (2-(4-trifluoromethylphenyl)-3H-imidazo[4,5-b]pyridine-3-acetic acid), C(=O)(N1C=NC=C1)N1C=NC=C1 (1,1'-carbonyldiimidazole), C(C1=CC=CC=C1)N (benzylamine). Solvent: O1CCCC1 (tetrahydrofuran), O1CCCC1 (tetrahydrofuran). Reaction conditions: time 3 hour. Yields the product C1(=CC=CC=C1)CNC(CN1C(=NC=2C1=NC=CC2)C2=CC=C(C=C2)C(F)(F)F)=O (N-(Phenylmethyl)-2-[4-(trifluoromethyl)phenyl]-3H-imidazo[4,5-b]pyridine-3-acetamide). RXN SMILES: [F:1][C:2]([F:23])([F:22])[C:3]1[CH:8]=[CH:7][C:6]([C:9]2[N:17]([CH2:18][C:19]([OH:21])=O)[C:12]3=[N:13][CH:14]=[CH:15][CH:16]=[C:11]3[N:10]=2)=[CH:5][CH:4]=1.C(N1C=CN=C1)(N1C=CN=C1)=O.[CH2:36]([NH2:43])[C:37]1[CH:42]=[CH:41][CH:40]=[CH:39][CH:38]=1>O1CCCC1>[C:37]1([CH2:36][NH:43][C:19](=[O:21])[CH2:18][N:17]2[C:12]3=[N:13][CH:14]=[CH:15][CH:16]=[C:11]3[N:10]=[C:9]2[C:6]2[CH:7]=[CH:8][C:3]([C:2]([F:23])([F:22])[F:1])=[CH:4][CH:5]=2)[CH:42]=[CH:41][CH:40]=[CH:39][CH:38]=1. Reported procedure: A suspension of 2-(4-trifluoromethylphenyl)-3H-imidazo[4,5-b]pyridine-3-acetic acid (3.21 g, 0.010 mole), 1,1'-carbonyldiimidazole (1.62 g, 0.010 mole), and anhydrous tetrahydrofuran (75 ml) was stirred at room temperature with a stream of nitrogen bubbling through for 3 hours. The nitrogen flow was stopped and a solution of benzylamine (1.39 g, 0.013 mole) in dry tetrahydrofuran (25 ml) was added. The solution was stirred at room temperature under nitrogen for 1 hour. The reaction mixture was c...